This data is from the Open Reaction Database (ORD), a public repository of structured organic reaction records. The task is: describe an organic reaction: reactants, conditions, products, and yield Reactants: FC1=CC(=CC=C1)[N+](=O)[O-] (1-fluoro-3-nitrobenzene), OC=1C=NC=CC1 (3-hydroxypyridine), C(=O)([O-])[O-].[K+].[K+] (K2CO3). Solvent: CN(C)C=O (DMF). The product is [N+](=O)([O-])C=1C=C(OC=2C=NC=CC2)C=CC1 (3-(3-Nitrophenoxy)pyridine). Yield: 72.7%. RXN SMILES: F[C:2]1[CH:7]=[CH:6][CH:5]=[C:4]([N+:8]([O-:10])=[O:9])[CH:3]=1.[OH:11][C:12]1[CH:13]=[N:14][CH:15]=[CH:16][CH:17]=1.C([O-])([O-])=O.[K+].[K+]>CN(C=O)C>[N+:8]([C:4]1[CH:3]=[C:2]([CH:7]=[CH:6][CH:5]=1)[O:11][C:12]1[CH:13]=[N:14][CH:15]=[CH:16][CH:17]=1)([O-:10])=[O:9] |f:2.3.4|. Procedure details: 1-fluoro-3-nitrobenzene (1 g, 7 mmol, 1 eq), 3-hydroxypyridine (674 mg, 7.09 mmol, 1.00 eq), K2CO3 (1.18 g, 8.54 mmol, 1.20 eq) and DMF (10 mL) were added to a microwave vial and microwaved at 200° C. for 30 minutes. The reaction was filtered and concentrated on silica gel (5 g). The silica gel was loaded on top a fresh bed of silica gel and washed with 50% ethyl acetate/hexane. The solvents were removed in vacuo and the crude mixture was purified by flash chromatography on silica gel afforded 1... Reactants: CC(C)(C)OC(=O)N1CCOCC1C#N, CO. Yields the product CC(C)(C)OC(=O)N1CCOCC1CN. As a reaction SMILES: [C:1](#[N:2])[CH:3]1[CH2:4][O:5][CH2:6][CH2:7][N:8]1[C:9](=[O:10])[O:11][C:12]([CH3:13])([CH3:14])[CH3:15].[CH3:16][OH:17]>>[CH2:1]([NH2:2])[CH:3]1[CH2:4][O:5][CH2:6][CH2:7][N:8]1[C:9](=[O:10])[O:11][C:12]([CH3:13])([CH3:14])[CH3:15]. Starting materials: OCCCCCNS(=O)(=O)C1=CC=C(C=C1)Br (4-bromophenyl-sulfonic acid-(5-hydroxypentyl)-amide), C(#N)C1=CC=C(C=C1)B(O)O (4-cyanophenyl boronic acid). Product: OCCCCCNS(=O)(=O)C1=CC=C(C=C1)C1=CC=C(C=C1)C#N (4′-Cyanobiphenyl-4-sulfonic acid-(5-hydroxypentyl)-amide). RXN SMILES: [OH:1][CH2:2][CH2:3][CH2:4][CH2:5][CH2:6][NH:7][S:8]([C:11]1[CH:16]=[CH:15][C:14](Br)=[CH:13][CH:12]=1)(=[O:10])=[O:9].[C:18]([C:20]1[CH:25]=[CH:24][C:23](B(O)O)=[CH:22][CH:21]=1)#[N:19]>>[OH:1][CH2:2][CH2:3][CH2:4][CH2:5][CH2:6][NH:7][S:8]([C:11]1[CH:16]=[CH:15][C:14]([C:23]2[CH:24]=[CH:25][C:20]([C:18]#[N:19])=[CH:21][CH:22]=2)=[CH:13][CH:12]=1)(=[O:10])=[O:9]. Procedure details: Using a method analogous to that described in Example 40, 4-bromophenyl-sulfonic acid-(5-hydroxypentyl)-amide and 4-cyanophenyl boronic acid were reacted to give the title compound as a white solid. δC (DMSO, 62.9 MHz): 22.6, 28.9, 32.0, 42.6, 60.5, 111.0, 118.7, 127.3 127.0, 127.9, 128.1, 133.0, 140.6, 141.9 and 143.1. The reactants are ClC1=C(C(=CC=C1C)Cl)NC1=C(C=CC=C1)C(C)=O (1-[2-[(2,6-Dichloro-3-methylphenyl)amino]phenyl]ethanone), Cl.NO (hydroxylamine hydrochloride). Solvent: N1=CC=CC=C1 (pyridine). Yields the product ClC1=C(C(=CC=C1C)Cl)NC1=C(C=CC=C1)C(C)=NO (1-[2-[(2,6-Dichloro-3-methylphenyl)amino]phenyl]ethanone oxime). Reaction SMILES: [Cl:1][C:2]1[C:7]([CH3:8])=[CH:6][CH:5]=[C:4]([Cl:9])[C:3]=1[NH:10][C:11]1[CH:16]=[CH:15][CH:14]=[CH:13][C:12]=1[C:17](=O)[CH3:18].Cl.[NH2:21][OH:22]>N1C=CC=CC=1>[Cl:1][C:2]1[C:7]([CH3:8])=[CH:6][CH:5]=[C:4]([Cl:9])[C:3]=1[NH:10][C:11]1[CH:16]=[CH:15][CH:14]=[CH:13][C:12]=1[C:17](=[N:21][OH:22])[CH3:18] |f:1.2|. Procedure: 1-[2-[(2,6-Dichloro-3-methylphenyl)amino]phenyl]ethanone (0.8 g, 2.7 mmol) and hydroxylamine hydrochloride (0.8 g, 10.8 mmol) are dissolved in 15 ml of pyridine under argon at room temperature for 12 hours. The pyridine is evaporated, and the residue partitioned between methylene chloride and water. The organic layer is washed twice with 100 ml of water and dried over magnesium sulfate. The solution is concentrated on the rotovap and passed through a silica gel pad which is then eluted with meth... The reactants are CC(C)(C)N1CC(O)C1, CCN(C(C)C)C(C)C, Cc1nc(Cl)n2nc(-c3ccccc3Cl)c(-c3ccc(Cl)cc3)c2n1, C1CN2CCN1CC2, C1CCOC1. Yields the product Cc1nc(OC2CN(C(C)(C)C)C2)n2nc(-c3ccccc3Cl)c(-c3ccc(Cl)cc3)c2n1. RXN SMILES: [C:1]([CH3:2])([CH3:3])([CH3:4])[N:5]1[CH2:6][CH:7]([OH:9])[CH2:8]1.[CH:18]([N:19]([CH:20]([CH3:21])[CH3:22])[CH2:23][CH3:24])([CH3:25])[CH3:26].[Cl:27][c:28]1[n:29][c:30]([CH3:51])[n:31][c:32]2[n:33]1[n:34][c:35](-[c:44]1[c:45]([Cl:50])[cH:46][cH:47][cH:48][cH:49]1)[c:36]2-[c:37]1[cH:38][cH:39][c:40]([Cl:43])[cH:41][cH:42]1.[N:10]12[CH2:11][CH2:12][N:13]([CH2:14][CH2:15]1)[CH2:16][CH2:17]2.[O:52]1[CH2:53][CH2:54][CH2:55][CH2:56]1>>[C:1]([CH3:2])([CH3:3])([CH3:4])[N:5]1[CH2:6][CH:7]([O:9][c:28]2[n:29][c:30]([CH3:51])[n:31][c:32]3[n:33]2[n:34][c:35](-[c:44]2[c:45]([Cl:50])[cH:46][cH:47][cH:48][cH:49]2)[c:36]3-[c:37]2[cH:38][cH:39][c:40]([Cl:43])[cH:41][cH:42]2)[CH2:8]1. The product is CCOC(=O)Cn1nc(C(C)(C)C)cc1NC(=O)Oc1ccccc1. Reactants: C1CCOC1, O=C(Cl)Oc1ccccc1, [K+], [K+], CCOC(=O)Cn1nc(C(C)(C)C)cc1N, O=C([O-])[O-]. RXN SMILES: [CH2:33]1[O:34][CH2:35][CH2:36][CH2:37]1.[Cl:17][C:18](=[O:19])[O:20][c:21]1[cH:22][cH:23][cH:24][cH:25][cH:26]1.[K+:27].[K+:28].[NH2:1][c:2]1[cH:3][c:4]([C:13]([CH3:14])([CH3:15])[CH3:16])[n:5][n:6]1[CH2:7][C:8](=[O:9])[O:10][CH2:11][CH3:12].[O-:29][C:30]([O-:31])=[O:32]>>[NH:1]([c:2]1[cH:3][c:4]([C:13]([CH3:14])([CH3:15])[CH3:16])[n:5][n:6]1[CH2:7][C:8](=[O:9])[O:10][CH2:11][CH3:12])[C:18](=[O:19])[O:20][c:21]1[cH:22][cH:23][cH:24][cH:25][cH:26]1. Starting materials: ClC1=C(OC=2C=CC(=C(OC(C(=O)OC)C)C2)[N+](=O)[O-])C=CC(=C1)C(F)(F)F (Methyl 2-[5-(2-chloro-4-trifluoromethylphenoxy)-2-nitrophenoxy]propionate). The reagents and catalysts are [Ni] (raney nickel). Solvent: C(C)O (ethanol). Product: ClC1=C(OC2=CC3=C(NC(C(O3)C)=O)C=C2)C=CC(=C1)C(F)(F)F (7-(2-Chloro-4-trifluoromethylphenoxy)-2-methyl-2H-1,4-benzoxazine-3 (4H)-one). The yield is 81.2%. RXN SMILES: [Cl:1][C:2]1[CH:24]=[C:23]([C:25]([F:28])([F:27])[F:26])[CH:22]=[CH:21][C:3]=1[O:4][C:5]1[CH:6]=[CH:7][C:8]([N+:18]([O-])=O)=[C:9]([CH:17]=1)[O:10][CH:11]([CH3:16])[C:12](OC)=[O:13]>C(O)C.[Ni]>[Cl:1][C:2]1[CH:24]=[C:23]([C:25]([F:28])([F:27])[F:26])[CH:22]=[CH:21][C:3]=1[O:4][C:5]1[CH:6]=[CH:7][C:8]2[NH:18][C:12](=[O:13])[CH:11]([CH3:16])[O:10][C:9]=2[CH:17]=1. Reported procedure: Methyl 2-[5-(2-chloro-4-trifluoromethylphenoxy)-2-nitrophenoxy]propionate (1.3 g) was dissolved in 10 ml of ethanol, raney nickel was added thereto as a catalyst, and a hydrogenation was then conducted. After the completion of the reaction, the reaction mixture was filtered and concentrated in vacuo, and the residue was purified by silica gel column chromatography (developing solvent: n-hexane/ethyl acetate=1/1) to prepare the title compound (0.9 g) as a colorless crystal (yield: 88%).